From a dataset of the Open Reaction Database (ORD), a public repository of structured organic reaction records. describe an organic reaction: reactants, conditions, products, and yield The reactants are C(C)(C)(C)OC(=O)N1CCN(CC1)C(=O)Cl (4-chlorocarbonyl-piperazine-1-carboxylic acid tert-butyl ester), FC1=CC=C(COC2=CC=C(C=C2)CS)C=C1 (4-(4-fluoro-benzyloxy)-phenyl-methanethiol), O (water). The solvent is N1=CC=CC=C1 (pyridine). Reaction conditions: temperature 100 celsius. The product is C(C)(C)(C)OC(=O)N1CCN(CC1)C(=O)SCC1=CC=C(C=C1)OCC1=CC=C(C=C1)F (4-[4-(4-fluoro-benzyloxy)-benzylsulfanylcarbonyl]-piperazine-1-carboxylic acid tert-butyl ester). Yield: 45.3%. Reaction SMILES: [C:1]([O:5][C:6]([N:8]1[CH2:13][CH2:12][N:11]([C:14](Cl)=[O:15])[CH2:10][CH2:9]1)=[O:7])([CH3:4])([CH3:3])[CH3:2].[F:17][C:18]1[CH:33]=[CH:32][C:21]([CH2:22][O:23][C:24]2[CH:29]=[CH:28][C:27]([CH2:30][SH:31])=[CH:26][CH:25]=2)=[CH:20][CH:19]=1.O>N1C=CC=CC=1>[C:1]([O:5][C:6]([N:8]1[CH2:13][CH2:12][N:11]([C:14]([S:31][CH2:30][C:27]2[CH:26]=[CH:25][C:24]([O:23][CH2:22][C:21]3[CH:32]=[CH:33][C:18]([F:17])=[CH:19][CH:20]=3)=[CH:29][CH:28]=2)=[O:15])[CH2:10][CH2:9]1)=[O:7])([CH3:4])([CH3:3])[CH3:2]. Reported procedure: 5.84 g (23.5 mmol) 4-chlorocarbonyl-piperazine-1-carboxylic acid tert-butyl ester were added to a solution of 6.0 g (24.2 mmol) 4-(4-fluoro-benzyloxy)-phenyl-methanethiol in 14.6 ml pyridine. The solution was heated to 100° C. for 3.5 h, then cooled to rt, 10 ml of water added and the volume reduced to a third. The resulting precipitate is collected, washed with water and dried. The crude product is re-crystallized from hexane/AcOEt. Flash chromatography on silica gel provided 4.90 g 4-[4-(4-flu...